From a dataset of the Open Reaction Database (ORD), a public repository of structured organic reaction records. describe an organic reaction: reactants, conditions, products, and yield Reactants: CS(=O)(=O)OC[C@@H](C)NC(=O)OC(C)(C)C ((2R)-2-({[(1,1-dimethylethyl)oxy]carbonyl}amino)propyl methanesulfonate), [C-]#N.[Na+] (NaCN), CC(C)(C)N(C([O-])=O)[C@@H](CC#N)C (1,1-Dimethylethyl[(1R)-2-cyano-1-methylethyl]carbamate), O (water). Solvent: CS(=O)C (DMSO). Run at temperature 70 celsius, time 2 hour. Yields the product C(#N)C[C@@H](C)NC(OC(C)(C)C)=O (1,1-dimethylethyl [(1R)-2-cyano-1-methylethyl]carbamate). Isolated yield 73.0%. RXN SMILES: CC([N:5]([C@H:9]([CH3:13])[CH2:10][C:11]#[N:12])[C:6](=[O:8])[O-:7])(C)C.CS(OC[C@H](NC(O[C:26]([CH3:29])([CH3:28])[CH3:27])=O)C)(=O)=O.[C-]#N.[Na+].O>CS(C)=O>[C:11]([CH2:10][C@H:9]([NH:5][C:6](=[O:8])[O:7][C:26]([CH3:29])([CH3:28])[CH3:27])[CH3:13])#[N:12] |f:2.3|. Reported procedure: (2R)-2-({[(1,1-Dimethylethyl)oxy]carbonyl}amino)propyl methanesulfonate. To a stirred solution of 1,1-dimethylethyl[(1R)-2-hydroxy-1-methylethyl]carbamate (5.00 g, 28.5 mmol) and triethylamine (5.92 mL, 42.9 mmol) in CH2Cl2 (30 mL) cooled to 0° C. and under a nitrogen atmosphere was added dropwise a solution of methanesulfonyl chloride (2.43 mL, 31.5 mmol) in CH2Cl2 (25 mL). Stirring was continued for 20 minutes at 0° C., after which time the reaction was judged complete by TLC analysis (1:1 hex... Starting materials: OCCCOC1=CC=C(C=C1)C[C@@H](C(=O)O)OC ((2S)-3-[4-(3-Hydroxy-propoxy)-phenyl]-2-methoxy-propionic acid), FC1=CC=C(C=C1)O (4-fluorophenol). Yields the product FC1=CC=C(OCCCOC2=CC=C(C=C2)C[C@@H](C(=O)O)OC)C=C1 ((2S)-3-{4-[3-(4-Fluoro-phenoxy)-propoxy]-phenyl}-2-methoxy-propionic acid). RXN SMILES: [OH:1][CH2:2][CH2:3][CH2:4][O:5][C:6]1[CH:11]=[CH:10][C:9]([CH2:12][C@H:13]([O:17][CH3:18])[C:14]([OH:16])=[O:15])=[CH:8][CH:7]=1.[F:19][C:20]1[CH:25]=[CH:24][C:23](O)=[CH:22][CH:21]=1>>[F:19][C:20]1[CH:25]=[CH:24][C:23]([O:1][CH2:2][CH2:3][CH2:4][O:5][C:6]2[CH:11]=[CH:10][C:9]([CH2:12][C@H:13]([O:17][CH3:18])[C:14]([OH:16])=[O:15])=[CH:8][CH:7]=2)=[CH:22][CH:21]=1. Procedure: The title compound was prepared from (2S)-3-[4-(3-Hydroxy-propoxy)-phenyl]-2-methoxy-propionic acid linked to Wang's Resin (Example 94, Step D) via Mitsunobu coupling with 4-fluorophenol and cleavage from the resin (Standard Procedure G) gave an oily solid. Reactants: [BH4-], C1CCOC1, CO, COC(=O)C(C)Nc1ccc(F)c(F)c1F, [Na+], O. Reaction SMILES: [BH4-:1].[CH2:22]1[O:23][CH2:24][CH2:25][CH2:26]1.[CH3:19][OH:20].[F:3][c:4]1[c:5]([NH:6][CH:7]([C:8](=[O:9])[O:10][CH3:11])[CH3:12])[cH:13][cH:14][c:15]([F:18])[c:16]1[F:17].[Na+:2].[OH2:21]>>[F:3][c:4]1[c:5]([NH:6][CH:7]([CH2:8][OH:9])[CH3:12])[cH:13][cH:14][c:15]([F:18])[c:16]1[F:17]. Yields the product CC(CO)Nc1ccc(F)c(F)c1F. Reactants: COCC1=C(N=CC=2NC3=CC=CC(=C3C12)CN1CCOCC1)C(=O)O (4-Methoxymethyl-5-(4-morpholinylmethyl)-beta-carboline-3-carboxylic acid), C(=O)(N1C=NC=C1)N1C=NC=C1 (carbonyldiimidazole), C(CC)(N)=NO (propioamidoxime). Run in CN(C=O)C (dimethylformamide), CN(C)C=O (DMF). Run at temperature 60 celsius, time 30 minute. Yields the product COCC1=C(N=CC=2NC3=CC=CC(=C3C12)CN1CCOCC1)C1=NC(=NO1)CC (4-Methoxymethyl-5-morpholinomethyl-3-(3-ethyl,1,2,4-oxadiazol-5-yl)-beta-carboline). Yield: 60.6%. RXN SMILES: [CH3:1][O:2][CH2:3][C:4]1[C:16]2[C:15]3[C:10](=[CH:11][CH:12]=[CH:13][C:14]=3[CH2:17][N:18]3[CH2:23][CH2:22][O:21][CH2:20][CH2:19]3)[NH:9][C:8]=2[CH:7]=[N:6][C:5]=1[C:24](O)=[O:25].C(N1C=CN=C1)(N1C=CN=C1)=O.[C:39](=[N:43]O)([NH2:42])[CH2:40][CH3:41]>CN(C)C=O>[CH3:1][O:2][CH2:3][C:4]1[C:16]2[C:15]3[C:10](=[CH:11][CH:12]=[CH:13][C:14]=3[CH2:17][N:18]3[CH2:19][CH2:20][O:21][CH2:22][CH2:23]3)[NH:9][C:8]=2[CH:7]=[N:6][C:5]=1[C:24]1[O:25][N:43]=[C:39]([CH2:40][CH3:41])[N:42]=1. Procedure details: A solution of 0.36 g of 4-methoxymethyl-5-morpholinomethyl-beta-carboline-3-carboxylic acid (prepared according to example 4) in 10 ml of absolute dimethylformamide is mixed with 0.2 g of carbonyldiimidazole and stirred for 30 minutes at 60° C. Then 0.4 g of propioamidoxime in 2 ml of DMF is added and the reaction mixture heated to 100° C. for 3 hours. After distilling off of the solvent in a vacuum, the residue is mixed with 20 ml of xylene and refluxed for 3 hours on the water separator, the r... Starting materials: CCOC(=O)N1CCC(n2c(C(C)C)nc3cc(C)ccc32)C(OC)C1, CCO, [K+], [OH-]. Product: COC1CNCCC1n1c(C(C)C)nc2cc(C)ccc21. RXN SMILES: [CH2:1]([O:2][C:3](=[O:4])[N:6]1[CH2:7][CH:8]([O:25][CH3:26])[CH:9]([n:12]2[c:13]([CH:22]([CH3:23])[CH3:24])[n:14][c:15]3[c:16]2[cH:17][cH:18][c:19]([CH3:21])[cH:20]3)[CH2:10][CH2:11]1)[CH3:5].[CH3:29][CH2:30][OH:31].[K+:28].[OH-:27]>>[NH:6]1[CH2:7][CH:8]([O:25][CH3:26])[CH:9]([n:12]2[c:13]([CH:22]([CH3:23])[CH3:24])[n:14][c:15]3[c:16]2[cH:17][cH:18][c:19]([CH3:21])[cH:20]3)[CH2:10][CH2:11]1. The reactants are N (ammonia), CC1(OCC2OC2CO1)C (4,4-Dimethyl-3,5,8-trioxabicyclo-[5.1.0]-octane), steel, N (ammonia), O (water). Run at temperature -70 celsius. Yields the product CC1(OC[C@H]([C@@H](CO1)N)O)C (trans-2,2-Dimethyl-6-hydroxy-5-amino-1,3-dioxepane). The yield is 87.0%. RXN SMILES: [CH3:1][C:2]1([CH3:10])[O:9][CH2:8][CH:7]2[CH:5]([O:6]2)[CH2:4][O:3]1.O.[NH3:12]>>[CH3:1][C:2]1([CH3:10])[O:9][CH2:8][C@@H:7]([NH2:12])[C@H:5]([OH:6])[CH2:4][O:3]1. Procedure details: A steel bomb was charged with liquid ammonia (60 ml) with cooling in an isopropanol-dry ice bath maintained at -70° C. The epoxide (III) (21.46 g, 0.15 mole) was added to it, followed by water (2.70 ml, 0.15 mole). The bomb was sealed and, then, heated in an oil bath at 120° for 4 hr. The bomb was cooled, opened and the ammonia was allowed to evaporate. The crude residue was triturated with ether, chilled, and the crystalline product was isolated by filtration. The amine (IV) was obtained as whi... Run in CCCCCC (hexane), C1CCOC1 (THF). As a reaction SMILES: [Li]CCCC.Br[C:7]1[CH:16]=[CH:15][C:14]2[C:9](=[CH:10][CH:11]=[C:12]([O:17][CH3:18])[CH:13]=2)[CH:8]=1.CN([CH:22]=[O:23])C.Cl>CCCCCC.C1COCC1>[CH:22]([C:7]1[CH:16]=[CH:15][C:14]2[C:9](=[CH:10][CH:11]=[C:12]([O:17][CH3:18])[CH:13]=2)[CH:8]=1)=[O:23]. Starting materials: [Li]CCCC (n-BuLi), BrC1=CC2=CC=C(C=C2C=C1)OC (2-bromo-6-methoxynaphthalene), Cl (HCl), CN(C)C=O (DMF). Product: C(=O)C1=CC2=CC=C(C=C2C=C1)OC (2-formyl-6-methoxynaphthalene). Procedure details: n-BuLi in hexane (1.59M, 125 ml) was added dropwise to a solution of 2-bromo-6-methoxynaphthalene (42.27 g) in THF (600 ml) at −78° C. and was stirred at −78+ C. for 30 minutes. To the mixture was added DMF (28 ml), and the whole was allowed to warm to room temperature. The reaction mixture was acidified with HCl and extracted with ethyl acetate. The extract was dried and concentrated to give the titled compound (32.31 g) as a colorless solid. Reaction conditions: time 30 minute. Starting materials: C1(CCCCC1)N=C=NC1CCCCC1 (1,3-dicyclohexylcarbodiimide), FC1=C(C=CC(=C1)F)C(CO)(C(C)(C)SCC1=CC=C(C=C1)OC)O ((±)-2-(2,4-difluorophenyl)-3-((4-methoxyphenyl)methylthio)-3-methylbutane-1,2-diol), C1(=CC=CC=C1)[C@@H](C(=O)O)C ((S)-(+)-2-phenylpropionic acid), 4-dimethyl-aminopyridine, C(C)(=O)OCC (Ethyl acetate). The solvent is ClCCl (dichloromethane), ClCCl (dichloromethane). Reaction conditions: time 12 hour. Yields the product C1(=CC=CC=C1)[C@@H](C(=O)OCC(C(C)(C)SCC1=CC=C(C=C1)OC)(O)C1=C(C=C(C=C1)F)F)C (2-(2,4-difluoro-phenyl)-2-hydroxy-3-((4-methoxyphenyl)methylthio)-3-methylbutyl (S)-(+)-2-phenylpropionate). RXN SMILES: C1(N=C=NC2CCCCC2)CCCCC1.[F:16][C:17]1[CH:22]=[C:21]([F:23])[CH:20]=[CH:19][C:18]=1[C:24]([OH:40])([C:27]([S:30][CH2:31][C:32]1[CH:37]=[CH:36][C:35]([O:38][CH3:39])=[CH:34][CH:33]=1)([CH3:29])[CH3:28])[CH2:25][OH:26].[C:41]1([C@H:47]([CH3:51])[C:48](O)=[O:49])[CH:46]=[CH:45][CH:44]=[CH:43][CH:42]=1.C(OCC)(=O)C>ClCCl>[C:41]1([C@H:47]([CH3:51])[C:48]([O:26][CH2:25][C:24]([C:18]2[CH:19]=[CH:20][C:21]([F:23])=[CH:22][C:17]=2[F:16])([OH:40])[C:27]([S:30][CH2:31][C:32]2[CH:33]=[CH:34][C:35]([O:38][CH3:39])=[CH:36][CH:37]=2)([CH3:29])[CH3:28])=[O:49])[CH:46]=[CH:45][CH:44]=[CH:43][CH:42]=1. Procedure: A solution of 11.7 g (56.7 mmol) of 1,3-dicyclohexylcarbodiimide in 38 ml of dichloromethane was added dropwise to a mixture of 14.0 g (38.0 mmol) of (±)-2-(2,4-difluorophenyl)-3-((4-methoxyphenyl)methylthio)-3-methylbutane-1,2-diol, 6.3 g (41.8 mmol of (S)-(+)-2-phenylpropionic acid, 0.47 g (3.8 mmol) of 4-dimethyl-aminopyridine, and 190 ml of dichloromethane with stirring under ice-cooling, followed by stirring for 3 hours. The mixture was warmed to room temperature, and the stirring was conti...